Dataset: the Open Reaction Database (ORD), a public repository of structured organic reaction records. Task: describe an organic reaction: reactants, conditions, products, and yield Reactants: ClC=1C=C(C=CC1)C(C=1C=C(C(=CC1)N)N)N1C=NC=C1 (4-[(3-chlorophenyl)(1H-imidazol-1-yl)methyl]-1,2-benzenediamine), O=C(C(=O)OCC)C (ethyl 2-oxopropanoate). The solvent is CO (methanol). Run at time 30 minute. Yields the product ClC=1C=C(C=CC1)C(C=1C=C2N=C(C(NC2=CC1)=O)C)N1C=NC=C1 (6-[(3-chlorophenyl)(1H-imidazol-1-yl)methyl]-3-methyl-2(1H)-quinoxalinone). Isolated yield 28.1%. As a reaction SMILES: [Cl:1][C:2]1[CH:3]=[C:4]([CH:8]([N:17]2[CH:21]=[CH:20][N:19]=[CH:18]2)[C:9]2[CH:10]=[C:11]([NH2:16])[C:12]([NH2:15])=[CH:13][CH:14]=2)[CH:5]=[CH:6][CH:7]=1.O=[C:23]([CH3:29])[C:24](OCC)=[O:25]>CO>[Cl:1][C:2]1[CH:3]=[C:4]([CH:8]([N:17]2[CH:21]=[CH:20][N:19]=[CH:18]2)[C:9]2[CH:10]=[C:11]3[C:12](=[CH:13][CH:14]=2)[NH:15][C:24](=[O:25])[C:23]([CH3:29])=[N:16]3)[CH:5]=[CH:6][CH:7]=1. Procedure: A mixture of 9.1 parts of 4-[(3-chlorophenyl)(1H-imidazol-1-yl)methyl]-1,2-benzenediamine, 3.7 parts of ethyl 2-oxopropanoate and 160 parts of methanol was stirred for 30 minutes at reflux temperature. The reaction mixture was evaporated to dry. The residue was crystallized from a mixture of 36 parts of 2-propanone and 4 parts of methanol. After stirring for 30 minutes at room temperature, the precipitated product was filtered off (the filtrate was set aside) and recrystallized from a mixture of...